Dataset: the Open Reaction Database (ORD), a public repository of structured organic reaction records. Task: describe an organic reaction: reactants, conditions, products, and yield Reactants: Br (hydrobromic acid), COC1=CC=C(C=C1)C1CC(CCC1)=O (3-(4-methoxyphenyl)cyclohexanone), ice water. Procedure: 2.12 ml of 48% aqueous hydrobromic acid are added slowly to 1.28 g of 3-(4-methoxyphenyl)cyclohexanone in 6.4 ml of acetic anhydride. After 4 hours at reflux, the reaction mixture is poured into ice-water and extracted with diethyl ether. After concentration of the organic phase and purification over silica gel, 3-(4-hydroxyphenyl)cyclohexanone is obtained in the form of an oil. As a reaction SMILES: Br.C[O:3][C:4]1[CH:9]=[CH:8][C:7]([CH:10]2[CH2:15][CH2:14][CH2:13][C:12](=[O:16])[CH2:11]2)=[CH:6][CH:5]=1>C(OC(=O)C)(=O)C>[OH:3][C:4]1[CH:5]=[CH:6][C:7]([CH:10]2[CH2:15][CH2:14][CH2:13][C:12](=[O:16])[CH2:11]2)=[CH:8][CH:9]=1. Yields the product OC1=CC=C(C=C1)C1CC(CCC1)=O (3-(4-hydroxyphenyl)cyclohexanone). The solvent is C(C)(=O)OC(C)=O (acetic anhydride).